From a dataset of the Open Reaction Database (ORD), a public repository of structured organic reaction records. describe an organic reaction: reactants, conditions, products, and yield Reactants: FC=1C=C(C=C(C1F)F)[Mg]Br (3,4,5-trifluorophenylmagnesium bromide), C(CC)[C@@H]1CC[C@H](CC1)C1CC2(C1)CC(C2)=O (2-(trans-4-Propylcyclohexyl)spiro[3.3]heptan-6one). Solvent: C(C)OCC (diethyl ether). Reaction conditions: time 15 hour. The product is C(CC)[C@@H]1CC[C@H](CC1)C1CC2(C1)CC(C2)(C2=CC(=C(C(=C2)F)F)F)O (2-(trans-4-Propylcyclohexyl)-6-hydroxy-6-(3,4,5-trifluorophenyl)spiro[3.3]heptane). As a reaction SMILES: [F:1][C:2]1[CH:3]=[C:4]([Mg]Br)[CH:5]=[C:6]([F:9])[C:7]=1[F:8].[CH2:12]([C@H:15]1[CH2:20][CH2:19][C@H:18]([CH:21]2[CH2:24][C:23]3([CH2:27][C:26](=[O:28])[CH2:25]3)[CH2:22]2)[CH2:17][CH2:16]1)[CH2:13][CH3:14]>C(OCC)C>[CH2:12]([C@H:15]1[CH2:16][CH2:17][C@H:18]([CH:21]2[CH2:22][C:23]3([CH2:27][C:26]([OH:28])([C:4]4[CH:3]=[C:2]([F:1])[C:7]([F:8])=[C:6]([F:9])[CH:5]=4)[CH2:25]3)[CH2:24]2)[CH2:19][CH2:20]1)[CH2:13][CH3:14]. Reported procedure: A mixture of 15 mmol of 3,4,5-trifluorophenylmagnesium bromide (prepared from 3,4,5-trifluorobromobenzene and magnesium turnings), 15 mmol of 4E and 50 ml of diethyl ether is stirred for 15 hours. After conventional work-up the product is obtained, which is processed further without purification. Reactants: C1(CCCCC1)N=C=NC1CCCCC1 (Dicyclohexylcarbodimide), C1(CCCCC1)C1=NC=C(C=N1)[C@@H]1C([C@H]1C(=O)[O-])(C)C ((±)-trans-3-(2-cyclohexylpyrimidin-5-yl)-2,2-dimethylcyclopropane carboxylate), C(#N)C(O)C1=NC(=CC=C1)OC1=CC=CC=C1 (1-cyano-1-(6-phenoxypyrid-2-yl)methanol). Reagents/catalysts: CN(C1=CC=NC=C1)C (4-dimethylaminopyridine). The solvent is ClCCl (dichloromethane). Reaction conditions: time 7 hour. The product is C1(CCCCC1)C1=NC=C(C=N1)[C@@H]1C([C@H]1C(=O)OC(C1=NC(=CC=C1)OC1=CC=CC=C1)C#N)(C)C ((RS)-1-cyano-1-(6-phenoxypyrid-2-yl)methyl (1RS, trans)-3-(2-cyclohexylpyrimidine-5-yl)-2,2-dimethylcyclopropane carboxylate). Yield: 93.7%. RXN SMILES: C1(N=C=NC2CCCCC2)CCCCC1.[CH:16]1([C:22]2[N:27]=[CH:26][C:25]([C@H:28]3[C@H:30]([C:31]([O-:33])=[O:32])[C:29]3([CH3:35])[CH3:34])=[CH:24][N:23]=2)[CH2:21][CH2:20][CH2:19][CH2:18][CH2:17]1.[C:36]([CH:38]([C:40]1[CH:45]=[CH:44][CH:43]=[C:42]([O:46][C:47]2[CH:52]=[CH:51][CH:50]=[CH:49][CH:48]=2)[N:41]=1)O)#[N:37]>CN(C)C1C=CN=CC=1.ClCCl>[CH:16]1([C:22]2[N:27]=[CH:26][C:25]([C@H:28]3[C@H:30]([C:31]([O:33][CH:38]([C:36]#[N:37])[C:40]4[CH:45]=[CH:44][CH:43]=[C:42]([O:46][C:47]5[CH:48]=[CH:49][CH:50]=[CH:51][CH:52]=5)[N:41]=4)=[O:32])[C:29]3([CH3:35])[CH3:34])=[CH:24][N:23]=2)[CH2:17][CH2:18][CH2:19][CH2:20][CH2:21]1. Reported procedure: Dicyclohexylcarbodimide (118 mg) was added to a stirred mixture of (±)-trans-3-(2-cyclohexylpyrimidin-5-yl)-2,2-dimethylcyclopropane carboxylate (150 mg), 1-cyano-1-(6-phenoxypyrid-2-yl)methanol (130 mg), 4-dimethylaminopyridine (5 mg) and dichloromethane (5 cm3) and the mixture stirred at the ambient temperature for 7 hours, and kept for a further 16 hours without stirring. The product was isolated by filtering through a silica column, eluting first with dichloromethane and then with a mixture ... Reactants: ClCC(C(C)(CC)NC(C1=CC(=C(C=C1)[N+](=O)[O-])C)=O)=O (N-(3-chloro-1-ethyl-1-methyl-2-oxopropyl)-3-methyl-4-nitrobenzamide), C (charcoal). The reagents and catalysts are [Pd] (palladium). Solvent: C(C)O (ethanol). Conditions: time 3 hour. Yields the product ClCC(C(C)(CC)NC(C1=CC(=C(C=C1)N)C)=O)=O (N-(3-chloro-1-ethyl-1-methyl-2-oxopropyl)-4-amino-3-methylbenzamide). Isolated yield 2.8%. Reaction SMILES: [Cl:1][CH2:2][C:3](=[O:21])[C:4]([NH:8][C:9](=[O:20])[C:10]1[CH:15]=[CH:14][C:13]([N+:16]([O-])=O)=[C:12]([CH3:19])[CH:11]=1)([CH2:6][CH3:7])[CH3:5].C>[Pd].C(O)C>[Cl:1][CH2:2][C:3](=[O:21])[C:4]([NH:8][C:9](=[O:20])[C:10]1[CH:15]=[CH:14][C:13]([NH2:16])=[C:12]([CH3:19])[CH:11]=1)([CH2:6][CH3:7])[CH3:5]. Procedure: The N-(3-chloro-1-ethyl-1-methyl-2-oxopropyl)-3-methyl-4-nitrobenzamide (2 g) prepared in the previous step, 70 mL of ethanol and 150 mg of 5% palladium over charcoal were placed in a hydrogenation bottle and hydrogenated in a Parr apparatus (50 psia, room temperature) for 3 hours. The reaction mixture was then filtered through celite and the solvent eliminated under reduced pressure yield to the crude product. Separation of the crude product by chromatographic column (1:1 ethyl acetate:hexane) ... Starting materials: Cc1n[nH]c2ccc(Br)cc12, C[Si](C)(C)CCOCCl, CCOC(C)=O, CN(C)C=O. Product: Cc1nn(COCC[Si](C)(C)C)c2ccc(Br)cc12. Reaction SMILES: [Br:1][c:2]1[cH:3][c:4]2[c:5]([CH3:11])[n:6][nH:7][c:8]2[cH:9][cH:10]1.[CH3:12][Si:13]([CH2:14][CH2:15][O:16][CH2:17][Cl:18])([CH3:19])[CH3:20].[CH3:21][CH2:22][O:23][C:24](=[O:25])[CH3:26].[O:27]=[CH:28][N:29]([CH3:30])[CH3:31]>>[Br:1][c:2]1[cH:3][c:4]2[c:5]([CH3:11])[n:6][n:7]([CH2:17][O:16][CH2:15][CH2:14][Si:13]([CH3:12])([CH3:19])[CH3:20])[c:8]2[cH:9][cH:10]1. The reactants are OCCBr, CCOc1ccc(-c2cc3[nH]cnc3c(C#N)n2)cc1C(F)(F)F, C1CCOC1. The product is CCOc1ccc(-c2cc3c(ncn3CCBr)c(C#N)n2)cc1C(F)(F)F. Reaction SMILES: [Br:25][CH2:26][CH2:27][OH:28].[CH2:1]([CH3:2])[O:3][c:4]1[c:5]([C:21]([F:22])([F:23])[F:24])[cH:6][c:7](-[c:10]2[cH:11][c:12]3[c:13]([c:14]([C:16]#[N:17])[n:15]2)[n:18][cH:19][nH:20]3)[cH:8][cH:9]1.[CH2:29]1[O:30][CH2:31][CH2:32][CH2:33]1>>[CH2:1]([CH3:2])[O:3][c:4]1[c:5]([C:21]([F:22])([F:23])[F:24])[cH:6][c:7](-[c:10]2[cH:11][c:12]3[c:13]([c:14]([C:16]#[N:17])[n:15]2)[n:18][cH:19][n:20]3[CH2:27][CH2:26][Br:25])[cH:8][cH:9]1. Reactants: C(C)(C)(C)OC(=O)N1C(\C(\C2=CC=C(C=C12)Cl)=C/C1=C(C=CC(=C1)Cl)OC(CCC)(CCC)C(=O)OCC)=O (Z-6-chloro-3-[5-chloro-2-(1-ethoxycarbonyl-1-propyl-butoxy)-benzylidene]-2-oxo-2,3-dihydro-indole-1-carboxylic acid tert-butyl ester), FC=1C=CC(=C(C1)C=NC(=C)O[Si](C)(C)C)C (1-(5-fluoro-2-methylphenyl)-3-trimethylsilyoxy-2-aza-1,3-butadiene). The solvent is C1(=CC=CC=C1)C (toluene). Product: ClC=1C=CC(=C(C1)C1C2(C(NC(C1)=O)C1=C(C=CC(=C1)F)C)C(NC1=CC(=CC=C12)Cl)=O)OC(CCC)(CCC)C(=O)OCC (racemic (2′S,3S,4′R)-4′-[5-chloro-2-(1-ethoxycarbonyl-1-propyl-butoxy)-phenyl]-6-chloro-2′-(5-fluoro-2-methyl-phenyl)spiro[3H-indole-3,3′-piperidine]-2,6′(1H)-dione). Isolated yield 9.9%. Reaction SMILES: C(OC([N:8]1[C:16]2[C:11](=[CH:12][CH:13]=[C:14]([Cl:17])[CH:15]=2)/[C:10](=[CH:18]/[C:19]2[CH:24]=[C:23]([Cl:25])[CH:22]=[CH:21][C:20]=2[O:26][C:27]([C:34]([O:36][CH2:37][CH3:38])=[O:35])([CH2:31][CH2:32][CH3:33])[CH2:28][CH2:29][CH3:30])/[C:9]1=[O:39])=O)(C)(C)C.[F:40][C:41]1[CH:42]=[CH:43][C:44]([CH3:56])=[C:45]([CH:47]=[N:48][C:49]([O:51][Si](C)(C)C)=[CH2:50])[CH:46]=1>C1(C)C=CC=CC=1>[Cl:25][C:23]1[CH:22]=[CH:21][C:20]([O:26][C:27]([C:34]([O:36][CH2:37][CH3:38])=[O:35])([CH2:28][CH2:29][CH3:30])[CH2:31][CH2:32][CH3:33])=[C:19]([CH:18]2[CH2:51][C:49](=[O:50])[NH:48][CH:47]([C:45]3[CH:46]=[C:41]([F:40])[CH:42]=[CH:43][C:44]=3[CH3:56])[C:10]32[C:11]2[C:16](=[CH:15][C:14]([Cl:17])=[CH:13][CH:12]=2)[NH:8][C:9]3=[O:39])[CH:24]=1. Procedure: In a manner similar to the method described in Example 10d, E/Z-6-chloro-3-[5-chloro-2-(1-ethoxycarbonyl-1-propyl-butoxy)-benzylidene]-2-oxo-2,3-dihydro-indole-1-carboxylic acid tert-butyl ester (1.3 g, 2.3 mmol) was reacted with 1-(5-fluoro-2-methyl-phenyl)-3-trimethylsilyoxy-2-aza-1,3-butadiene (10 mmol) prepared in Example 1d in toluene to give the title compound as a white solid (150 mg).